The task is: describe an organic reaction: reactants, conditions, products, and yield. This data is from the Open Reaction Database (ORD), a public repository of structured organic reaction records. Starting materials: CC1(OC[C@H](O1)CN1N=C(C=C1)NC([C@H](CC(C)C)N1C(C=C(C1)OC1=CC=C(C=C1)OC)=O)=O)C ((S)-2-[4-(4-methoxy-phenoxy)-2-oxo-2,5-dihydro-pyrrol-1-yl]-4-methyl-pentanoic acid [1-((R)-2,2-dimethyl-[1,3]dioxolan-4-yl-methyl)-1H-pyrazol-3-yl]-amide), O.C1(=CC=C(C=C1)S(=O)(=O)O)C (p-toluenesulfonic acid monohydrate). Run in C(C)(=O)OCC (ethyl acetate), CO (methanol). Reaction SMILES: CC1(C)[O:6][C@H:5]([CH2:7][N:8]2[CH:12]=[CH:11][C:10]([NH:13][C:14](=[O:35])[C@@H:15]([N:20]3[CH2:24][C:23]([O:25][C:26]4[CH:31]=[CH:30][C:29]([O:32][CH3:33])=[CH:28][CH:27]=4)=[CH:22][C:21]3=[O:34])[CH2:16][CH:17]([CH3:19])[CH3:18])=[N:9]2)[CH2:4][O:3]1.O.C1(C)C=CC(S(O)(=O)=O)=CC=1>CO.C(OCC)(=O)C>[OH:6][C@@H:5]([CH2:4][OH:3])[CH2:7][N:8]1[CH:12]=[CH:11][C:10]([NH:13][C:14](=[O:35])[C@@H:15]([N:20]2[CH2:24][C:23]([O:25][C:26]3[CH:27]=[CH:28][C:29]([O:32][CH3:33])=[CH:30][CH:31]=3)=[CH:22][C:21]2=[O:34])[CH2:16][CH:17]([CH3:19])[CH3:18])=[N:9]1 |f:1.2|. The yield is 86.1%. Conditions: temperature 25 celsius, time 8 hour. Reported procedure: A solution of (S)-2-[4-(4-methoxy-phenoxy)-2-oxo-2,5-dihydro-pyrrol-1-yl]-4-methyl-pentanoic acid [1-((R)-2,2-dimethyl-[1,3]dioxolan-4-yl-methyl)-1H-pyrazol-3-yl]-amide (0.38 g, 0.76 mmol) in methanol (7.66 mL) at 25° C. was treated with p-toluenesulfonic acid monohydrate (22 mg, 0.11 mmol). The reaction was stirred at 25° C. overnight. At this time, the reaction diluted with ethyl acetate (75 mL) and was washed with a saturated aqueous sodium bicarbonate solution (1×100 mL) and a saturated aque... Product: O[C@H](CN1N=C(C=C1)NC([C@H](CC(C)C)N1C(C=C(C1)OC1=CC=C(C=C1)OC)=O)=O)CO ((S)-2-[4-(4-methoxy-phenoxy)-2-oxo-2,5-dihydro-pyrrol-1-yl]-4-methyl-pentanoic acid [1-((R)-2,3-dihydroxy-propyl)-1H-pyrazol-3-yl]-amide). Reactants: [H][H] (hydrogen), [H][H] (hydrogen), ClC1=NC2=C(N=C3C(=C2C(=C1)C)C=CC=C3)N (3-chloro-1-methylbenzo[f][1,7]naphthyridin-5-amine). The reagents and catalysts are [Pd] (palladium on carbon). Run in C(C)(=O)OCC.CO (ethyl acetate methanol). Product: CC1=CC=NC2=C(N=C3C(=C12)C=CC=C3)N (1-methylbenzo[f][1,7]naphthyridin-5-amine). Reaction SMILES: Cl[C:2]1[CH:11]=[C:10]([CH3:12])[C:9]2[C:4](=[C:5]([NH2:17])[N:6]=[C:7]3[CH:16]=[CH:15][CH:14]=[CH:13][C:8]3=2)[N:3]=1.[H][H]>C(OCC)(=O)C.CO.[Pd]>[CH3:12][C:10]1[C:9]2[C:4](=[C:5]([NH2:17])[N:6]=[C:7]3[CH:16]=[CH:15][CH:14]=[CH:13][C:8]3=2)[N:3]=[CH:2][CH:11]=1 |f:2.3|. Procedure details: To a solution of 3-chloro-1-methylbenzo[f][1,7]naphthyridin-5-amine (from step 3) in ethyl acetate/methanol (1:2, 0.03 M) was added 10% wt palladium on carbon (0.2 eq.). The reaction vessel was shaken on a hydrogen Pan apparatus under 50 psi of hydrogen overnight. The mixture was filtered through a pad of celite, washing with dichloromethane. The filtrate was concentrated en vacuo and purified by a COMBIFLASH® system (ISCO) using 0-80% ethyl acetate in hexane to give 1-methylbenzo[f][1,7]naphthy... Reactants: C(C)(C)(C)C1=CC(=C(C=N1)C=1N([C@]([C@](N1)(C)C1=CC=C(C=C1)Cl)(C)C1=CC=C(C=C1)Cl)C(=O)N1CCC(CC1)CC(=O)O)OCC ({1-[(4S,5R)-2-(6-tert-butyl-4-ethoxy-pyridin-3-yl)-4,5-bis-(4-chloro-phenyl)-4,5-dimethyl-4,5-dihydro-imidazole-1-carbonyl]-piperidin-4-yl}-acetic acid), C1(=CC=CC=C1)[C@@H](C)N ((R)-(+)-1-phenylethylamine). Product: C(C)(C)(C)C1=CC(=C(C=N1)C=1N([C@]([C@](N1)(C)C1=CC=C(C=C1)Cl)(C)C1=CC=C(C=C1)Cl)C(=O)N1CCC(CC1)CC(=O)N[C@H](C)C1=CC=CC=C1)OCC (2-{1-[(4S,5R)-2-(6-tert-Butyl-4-ethoxy-pyridin-3-yl)-4,5-bis-(4-chloro-phenyl)-4,5-dimethyl-4,5-dihydro-imidazole-1-carbonyl]-piperidin-4-yl}-N-((R)-1-phenyl-ethyl)-acetamide). As a reaction SMILES: [C:1]([C:5]1[N:10]=[CH:9][C:8]([C:11]2[N:12]([C:32]([N:34]3[CH2:39][CH2:38][CH:37]([CH2:40][C:41]([OH:43])=O)[CH2:36][CH2:35]3)=[O:33])[C@@:13]([C:25]3[CH:30]=[CH:29][C:28]([Cl:31])=[CH:27][CH:26]=3)([CH3:24])[C@@:14]([C:17]3[CH:22]=[CH:21][C:20]([Cl:23])=[CH:19][CH:18]=3)([CH3:16])[N:15]=2)=[C:7]([O:44][CH2:45][CH3:46])[CH:6]=1)([CH3:4])([CH3:3])[CH3:2].[C:47]1([C@H:53]([NH2:55])[CH3:54])[CH:52]=[CH:51][CH:50]=[CH:49][CH:48]=1>>[C:1]([C:5]1[N:10]=[CH:9][C:8]([C:11]2[N:12]([C:32]([N:34]3[CH2:35][CH2:36][CH:37]([CH2:40][C:41]([NH:55][C@@H:53]([C:47]4[CH:52]=[CH:51][CH:50]=[CH:49][CH:48]=4)[CH3:54])=[O:43])[CH2:38][CH2:39]3)=[O:33])[C@@:13]([C:25]3[CH:30]=[CH:29][C:28]([Cl:31])=[CH:27][CH:26]=3)([CH3:24])[C@@:14]([C:17]3[CH:22]=[CH:21][C:20]([Cl:23])=[CH:19][CH:18]=3)([CH3:16])[N:15]=2)=[C:7]([O:44][CH2:45][CH3:46])[CH:6]=1)([CH3:4])([CH3:2])[CH3:3]. Procedure details: In a manner analogous to the method described in example 163, {1-[(4S,5R)-2-(6-tert-butyl-4-ethoxy-pyridin-3-yl)-4,5-bis-(4-chloro-phenyl)-4,5-dimethyl-4,5-dihydro-imidazole-1-carbonyl]-piperidin-4-yl}-acetic acid was reacted with (R)-(+)-1-phenylethylamine (Aldrich) to give the title product. LC-MS (ES+) 768 [(M+H)+]. Reactants: OC1=CC(OC2=CC=CC=C12)=O (4-hydroxycoumarin), C1(=CC=CC2=CC=CC=C12)C(CC)O (1-(1-naphthyl)-propan-1-ol), B(F)(F)F.CCOCC (boron trifluoride etherate). Solvent: O1CCOCC1 (dioxane). Conditions: time 8 hour. Yields the product OC1=C(C(OC2=CC=CC=C12)=O)C(CC)C1=CC=CC2=CC=CC=C12 (4-Hydroxy-3-(1-(1-naphthyl)-propyl)-coumarin). The yield is 51.0%. Reaction SMILES: [OH:1][C:2]1[C:11]2[C:6](=[CH:7][CH:8]=[CH:9][CH:10]=2)[O:5][C:4](=[O:12])[CH:3]=1.[C:13]1([CH:23](O)[CH2:24][CH3:25])[C:22]2[C:17](=[CH:18][CH:19]=[CH:20][CH:21]=2)[CH:16]=[CH:15][CH:14]=1.B(F)(F)F.CCOCC>O1CCOCC1>[OH:1][C:2]1[C:11]2[C:6](=[CH:7][CH:8]=[CH:9][CH:10]=2)[O:5][C:4](=[O:12])[C:3]=1[CH:23]([C:13]1[C:22]2[C:17](=[CH:18][CH:19]=[CH:20][CH:21]=2)[CH:16]=[CH:15][CH:14]=1)[CH2:24][CH3:25] |f:2.3|. Procedure details: To a cloudy solution of 324 mg of 4-hydroxycoumarin and 373 mg of 1-(1-naphthyl)-propan-1-ol of Preparation 22 in 7 mL of dioxane under an argon atmosphere is added 0.85 mL of boron trifluoride etherate. After stirring overnight the resulting yellow solution is concentrated under reduced pressure. The residue is partioned between water and ethyl acetate; the organic phase is washed with brine, dried (magnesium sulfate), and concentrated. The residue is adsorbed onto silica gel and then flashed c... The reactants are BrCC=1C=NC(=NC1)C1=CC=CC=C1 (5-(Bromomethyl)-2-phenylpyrimidine), N1=CN=CC(=C1)B(O)O (pyrimidine-5-boronic acid). Reaction conditions: time 30 minute. Product: C1(=CC=CC=C1)C1=NC=C(C=N1)CC=1C=NC=NC1 (2-Phenyl-5-(pyrimidin-5-ylmethyl)pyrimidine). Reaction SMILES: Br[CH2:2][C:3]1[CH:4]=[N:5][C:6]([C:9]2[CH:14]=[CH:13][CH:12]=[CH:11][CH:10]=2)=[N:7][CH:8]=1.[N:15]1[CH:20]=[C:19](B(O)O)[CH:18]=[N:17][CH:16]=1>>[C:9]1([C:6]2[N:5]=[CH:4][C:3]([CH2:2][C:19]3[CH:20]=[N:15][CH:16]=[N:17][CH:18]=3)=[CH:8][N:7]=2)[CH:14]=[CH:13][CH:12]=[CH:11][CH:10]=1. Reported procedure: Synthesized using compound 64a (102 mg, 0.41 mmol) and pyrimidine-5-boronic acid (76 mg, 0.61 mmol) according to Method C. Crude product was purified by flash chromatography on silica-gel using a mixture of hexane/ethyl acetate (1:2) as eluent. After flash chromatography the product was solved in ethyl acetate and a few drops of conc. HCl and water were added. After stirring for 30 minutes the phases were separated and water phase was neutralized with aqueous Na2CO3-solution (2M). After extracti...